This data is from the Open Reaction Database (ORD), a public repository of structured organic reaction records. The task is: describe an organic reaction: reactants, conditions, products, and yield Reactants: CC1=C(C(=O)O)N2C(=O)C(NC(=O)OC(C)(C)C)C2SC1, CC#N, [N-]=[N+]=C(c1ccccc1)c1ccccc1. Yields the product CC1=C(C(=O)OC(c2ccccc2)c2ccccc2)N2C(=O)C(NC(=O)OC(C)(C)C)C2SC1. As a reaction SMILES: [C:16]([CH3:17])([CH3:18])([CH3:19])[O:20][C:21](=[O:22])[NH:23][CH:24]1[CH:25]2[S:26][CH2:27][C:28]([CH3:36])=[C:29]([C:33](=[O:34])[OH:35])[N:30]2[C:31]1=[O:32].[CH3:37][C:38]#[N:39].[c:1]1([C:7](=[N+:8]=[N-:9])[c:10]2[cH:11][cH:12][cH:13][cH:14][cH:15]2)[cH:2][cH:3][cH:4][cH:5][cH:6]1>>[c:1]1([CH:7]([c:10]2[cH:11][cH:12][cH:13][cH:14][cH:15]2)[O:35][C:33]([C:29]2=[C:28]([CH3:36])[CH2:27][S:26][CH:25]3[CH:24]([NH:23][C:21]([O:20][C:16]([CH3:17])([CH3:18])[CH3:19])=[O:22])[C:31](=[O:32])[N:30]32)=[O:34])[cH:2][cH:3][cH:4][cH:5][cH:6]1. As a reaction SMILES: [CH2:33]1[O:34][CH2:35][CH2:36][CH2:37]1.[CH3:38][OH:39].[Cl:1][c:2]1[cH:3][c:4]([CH2:5][NH:6][CH:7]2[CH2:8][c:9]3[cH:10][cH:11][c:12]([NH:16][c:17]4[c:18]([C:19](=[O:20])[O:21][CH3:22])[cH:23][cH:24][cH:25][cH:26]4)[cH:13][c:14]3[CH2:15]2)[cH:27][cH:28][c:29]1[Cl:30].[Na+:32].[OH-:31]>>[Cl:1][c:2]1[cH:3][c:4]([CH2:5][NH:6][CH:7]2[CH2:8][c:9]3[cH:10][cH:11][c:12]([NH:16][c:17]4[c:18]([C:19](=[O:20])[OH:21])[cH:23][cH:24][cH:25][cH:26]4)[cH:13][c:14]3[CH2:15]2)[cH:27][cH:28][c:29]1[Cl:30]. Starting materials: C1CCOC1, CO, COC(=O)c1ccccc1Nc1ccc2c(c1)CC(NCc1ccc(Cl)c(Cl)c1)C2, [Na+], [OH-]. Yields the product O=C(O)c1ccccc1Nc1ccc2c(c1)CC(NCc1ccc(Cl)c(Cl)c1)C2. The reactants are [Al+3], CC(=O)Nc1ccc2[nH]cc(C3CCN(C)CC3)c2n1, [H-], [H-], [H-], [H-], [Li+], [Na+], [Na+], C1CCOC1, O, O, O, O, O, O, O, O, O, O, O=S(=O)([O-])[O-]. The product is CCNc1ccc2[nH]cc(C3CCN(C)CC3)c2n1. As a reaction SMILES: [Al+3:22].[C:1]([CH3:2])(=[O:3])[NH:4][c:5]1[cH:6][cH:7][c:8]2[c:9]([n:10]1)[c:11]([CH:14]1[CH2:15][CH2:16][N:17]([CH3:20])[CH2:18][CH2:19]1)[cH:12][nH:13]2.[H-:21].[H-:24].[H-:25].[H-:26].[Li+:23].[Na+:42].[Na+:43].[O:44]1[CH2:45][CH2:46][CH2:47][CH2:48]1.[OH2:27].[OH2:28].[OH2:29].[OH2:30].[OH2:31].[OH2:32].[OH2:33].[OH2:34].[OH2:35].[OH2:36].[S:37]([O-:38])([O-:39])(=[O:40])=[O:41]>>[CH2:1]([CH3:2])[NH:4][c:5]1[cH:6][cH:7][c:8]2[c:9]([n:10]1)[c:11]([CH:14]1[CH2:15][CH2:16][N:17]([CH3:20])[CH2:18][CH2:19]1)[cH:12][nH:13]2. Starting materials: CC(=O)OC(C)=O, Cc1c(N2CCNC(C)C2)c(F)cc2c(=O)c(C(=O)O)cn(C3CC3)c12, Cl, [Na+], [OH-]. The product is CC(=O)N1CCN(c2c(F)cc3c(=O)c(C(=O)O)cn(C4CC4)c3c2C)CC1C. As a reaction SMILES: [CH3:27][C:28](=[O:29])[O:30][C:31](=[O:32])[CH3:33].[CH:1]1([n:4]2[cH:5][c:6]([C:24](=[O:25])[OH:26])[c:7](=[O:23])[c:8]3[cH:9][c:10]([F:22])[c:11]([N:15]4[CH2:16][CH:17]([CH3:21])[NH:18][CH2:19][CH2:20]4)[c:12]([CH3:14])[c:13]23)[CH2:2][CH2:3]1.[ClH:34].[Na+:36].[OH-:35]>>[CH:1]1([n:4]2[cH:5][c:6]([C:24](=[O:25])[OH:26])[c:7](=[O:23])[c:8]3[cH:9][c:10]([F:22])[c:11]([N:15]4[CH2:16][CH:17]([CH3:21])[N:18]([C:28]([CH3:27])=[O:29])[CH2:19][CH2:20]4)[c:12]([CH3:14])[c:13]23)[CH2:2][CH2:3]1. The reactants are [Li]CCCC, C1CCOC1, CN(C)C=O, Fc1cc(Cl)ccc1OCC(F)(F)F, O. Product: O=Cc1c(Cl)ccc(OCC(F)(F)F)c1F. Reaction SMILES: [CH2:15]([Li:16])[CH2:17][CH2:18][CH3:19].[CH2:26]1[O:27][CH2:28][CH2:29][CH2:30]1.[CH3:20][N:21]([CH:22]=[O:23])[CH3:24].[Cl:1][c:2]1[cH:3][c:4]([F:14])[c:5]([O:8][CH2:9][C:10]([F:11])([F:12])[F:13])[cH:6][cH:7]1.[OH2:25]>>[Cl:1][c:2]1[c:3]([CH:22]=[O:23])[c:4]([F:14])[c:5]([O:8][CH2:9][C:10]([F:11])([F:12])[F:13])[cH:6][cH:7]1. Starting materials: CCCCNC(C=O)COC, CS(=O)c1nnc(N=C=O)s1, c1ccccc1. The product is CCCCN(C(=O)Nc1nnc(S(C)=O)s1)C(C=O)COC. Reaction SMILES: [CH2:12]([CH2:13][CH2:14][CH3:15])[NH:16][CH:17]([CH:18]=[O:19])[CH2:20][O:21][CH3:22].[CH3:1][S:2](=[O:3])[c:4]1[n:5][n:6][c:7]([N:9]=[C:10]=[O:11])[s:8]1.[cH:23]1[cH:24][cH:25][cH:26][cH:27][cH:28]1>>[CH3:1][S:2](=[O:3])[c:4]1[n:5][n:6][c:7]([NH:9][C:10](=[O:11])[N:16]([CH2:12][CH2:13][CH2:14][CH3:15])[CH:17]([CH:18]=[O:19])[CH2:20][O:21][CH3:22])[s:8]1. Reactants: C(C)(=O)O[C@](C1=CN=NN1C)(C=1C(=NC(=CC1)C)C)C=1C=C2C(=C(C(=NC2=CC1)OC)CC1=CC=C(C=C1)C(F)(F)F)Cl ((S)-(4-chloro-2-methoxy-3-(4-(trifluoromethyl)benzyl)quinolin-6-yl)(2,6-dimethylpyridin-3-yl)(1-methyl-1H-1,2,3-triazol-5-yl)methyl acetate), C(C)(=O)O[C@](C1=CN=NN1C)(C=1C(=NC(=CC1)C)C)C=1C=C2C(=C(C(=NC2=CC1)OC)CC1=CC=C(C=C1)C(F)(F)F)Cl ((S)-(4-chloro-2-methoxy-3-(4-(trifluoromethyl)benzyl)quinolin-6-yl)(2,6-dimethylpyridin-3-yl)(1-methyl-1H-1,2,3-triazol-5-yl)methyl acetate), N (ammonia), CO (MeOH). Reaction conditions: temperature 65 celsius. Yields the product ClC1=C(C(=NC2=CC=C(C=C12)C(N)(C1=CN=NN1C)C=1C(=NC(=CC1)C)C)OC)CC1=CC=C(C=C1)C(F)(F)F ((4-Chloro-2-methoxy-3-(4-(trifluoromethyl)benzyl)quinolin-6-yl)(2,6-dimethylpyridin-3-yl)(1-methyl-1H-1,2,3-triazol-5-yl)methanamine). As a reaction SMILES: C(O[C@@:5]([C:20]1[CH:21]=[C:22]2[C:27](=[CH:28][CH:29]=1)[N:26]=[C:25]([O:30][CH3:31])[C:24]([CH2:32][C:33]1[CH:38]=[CH:37][C:36]([C:39]([F:42])([F:41])[F:40])=[CH:35][CH:34]=1)=[C:23]2[Cl:43])([C:12]1[C:13]([CH3:19])=[N:14][C:15]([CH3:18])=[CH:16][CH:17]=1)[C:6]1[N:10]([CH3:11])[N:9]=[N:8][CH:7]=1)(=O)C.[NH3:44].CO>>[Cl:43][C:23]1[C:22]2[C:27](=[CH:28][CH:29]=[C:20]([C:5]([C:12]3[C:13]([CH3:19])=[N:14][C:15]([CH3:18])=[CH:16][CH:17]=3)([C:6]3[N:10]([CH3:11])[N:9]=[N:8][CH:7]=3)[NH2:44])[CH:21]=2)[N:26]=[C:25]([O:30][CH3:31])[C:24]=1[CH2:32][C:33]1[CH:34]=[CH:35][C:36]([C:39]([F:42])([F:40])[F:41])=[CH:37][CH:38]=1. Procedure details: A mixture of (S)-(4-chloro-2-methoxy-3-(4-(trifluoromethyl)benzyl)quinolin-6-yl)(2,6-dimethylpyridin-3-yl)(1-methyl-1H-1,2,3-triazol-5-yl)methyl acetate (646 mg, 1.06 mmol, Intermediate 55) and ammonia in MeOH (3.3 mL, 23 mmol, 7.0 M) in a sealed pressure tube was heated at 65° C. for 18 h, and concentrated in vacuo. The residue was purified by flash column chromatography (40 g silica gel column, 50-100% EtOAc in heptanes, and 5-10% MeOH in CH2Cl2) to give the title compound as an oil. 1H NMR (4...